Dataset: the Open Reaction Database (ORD), a public repository of structured organic reaction records. Task: describe an organic reaction: reactants, conditions, products, and yield The reactants are FC1=C(C=C(C=C1)F)[N+](=O)[O-] (2,5-difluoronitrobenzene), NC(C(=O)O)CC (2-aminobutanoic acid), C([O-])([O-])=O.[K+].[K+] (potassium carbonate), CS(=O)C (dimethyl sulfoxide). Solvent: O (water). Run at temperature 80 celsius, time 23 hour. Yields the product FC1=CC(=C(C=C1)NC(C(=O)O)CC)[N+](=O)[O-] (2-((4-fluoro-2-nitrophenyl)amino)butanoic acid). RXN SMILES: F[C:2]1[CH:7]=[CH:6][C:5]([F:8])=[CH:4][C:3]=1[N+:9]([O-:11])=[O:10].[NH2:12][CH:13]([CH2:17][CH3:18])[C:14]([OH:16])=[O:15].C(=O)([O-])[O-].[K+].[K+].CS(C)=O>O>[F:8][C:5]1[CH:6]=[CH:7][C:2]([NH:12][CH:13]([CH2:17][CH3:18])[C:14]([OH:16])=[O:15])=[C:3]([N+:9]([O-:11])=[O:10])[CH:4]=1 |f:2.3.4|. Reported procedure: A mixture of 2,5-difluoronitrobenzene (119 ml, 1.10 mol), 2-aminobutanoic acid (114 g, 1.10 mol), and potassium carbonate (152.2 g, 1.10 mol) in dimethyl sulfoxide (410 ml, 1.10 mol) was stirred at 80° C. for 23 h. ([Note 1]: The mixture had a deep orange red color. The internal temperature of the mixture went up to ˜110° C. for 1 h and then went down to 80° C.). After 23 h, the reaction was cooled to rt and carefully poured into water (2 L+1 L). The aqueous mixture was washed with diethyl ether...